Dataset: the Open Reaction Database (ORD), a public repository of structured organic reaction records. Task: describe an organic reaction: reactants, conditions, products, and yield RXN SMILES: [CH3:37][OH:38].[Cl:23][c:24]1[cH:25][cH:26][c:27]([C:30]#[N:31])[n:28][cH:29]1.[F:1][C:2]([c:3]1[n:4][n:5][c:6]2[n:7]1[n:8][c:9]([N:12]1[CH2:13][CH2:14][CH:15]([OH:18])[CH2:16][CH2:17]1)[cH:10][cH:11]2)([F:19])[F:20].[H-:21].[Na+:22].[O:32]=[CH:33][N:34]([CH3:35])[CH3:36]>>[F:1][C:2]([c:3]1[n:4][n:5][c:6]2[n:7]1[n:8][c:9]([N:12]1[CH2:13][CH2:14][CH:15]([O:18][c:24]3[cH:25][cH:26][c:27]([C:30]#[N:31])[n:28][cH:29]3)[CH2:16][CH2:17]1)[cH:10][cH:11]2)([F:19])[F:20]. Yields the product N#Cc1ccc(OC2CCN(c3ccc4nnc(C(F)(F)F)n4n3)CC2)cn1. Starting materials: CO, N#Cc1ccc(Cl)cn1, OC1CCN(c2ccc3nnc(C(F)(F)F)n3n2)CC1, [H-], [Na+], CN(C)C=O. Starting materials: ClC1=CC=C(C=C1)S(=O)(=O)N([C@H](C)C1=C(C=CC=C1)CCN1C(=NC=C1)C)C1=C(C=CC(=C1)F)F (4-chloro-N-(2,5-difluorophenyl)-N-((1R)-1-{2-[2-(2-methyl-1H-imidazol-1-yl)ethyl]phenyl}ethyl)benzenesulfonamide), Cl.CCOCC (HCl Et2O). Solvent: C(Cl)Cl (CH2Cl2). The product is Cl.ClC1=CC=C(C=C1)S(=O)(=O)N([C@H](C)C1=C(C=CC=C1)CCN1C(=NC=C1)C)C1=C(C=CC(=C1)F)F (4-chloro-N-(2,5-difluorophenyl)-N-((1R)-1-(2-[2-(2-methyl-1H-imidazol-1-yl)ethyl]phenyl}ethyl)benzenesulfonamide hydrochloride). Yield: 125.5%. RXN SMILES: [Cl:1][C:2]1[CH:7]=[CH:6][C:5]([S:8]([N:11]([C:28]2[CH:33]=[C:32]([F:34])[CH:31]=[CH:30][C:29]=2[F:35])[C@@H:12]([C:14]2[CH:19]=[CH:18][CH:17]=[CH:16][C:15]=2[CH2:20][CH2:21][N:22]2[CH:26]=[CH:25][N:24]=[C:23]2[CH3:27])[CH3:13])(=[O:10])=[O:9])=[CH:4][CH:3]=1.Cl.CCOCC>C(Cl)Cl>[ClH:1].[Cl:1][C:2]1[CH:7]=[CH:6][C:5]([S:8]([N:11]([C:28]2[CH:33]=[C:32]([F:34])[CH:31]=[CH:30][C:29]=2[F:35])[C@@H:12]([C:14]2[CH:19]=[CH:18][CH:17]=[CH:16][C:15]=2[CH2:20][CH2:21][N:22]2[CH:26]=[CH:25][N:24]=[C:23]2[CH3:27])[CH3:13])(=[O:9])=[O:10])=[CH:4][CH:3]=1 |f:1.2,4.5|. Reported procedure: 4-chloro-N-(2,5-difluorophenyl)-N-((1R)-1-{2-[2-(2-methyl-1H-imidazol-1-yl)ethyl]phenyl}ethyl)benzenesulfonamide (39 mg, 0.075 mmol) was dissolved in CH2Cl2 (2.0 mL) and treated with HCl—Et2O solution (1.0 M, 83 μL) at 25° C. for 15 min. Solvents were removed in vacuo and chromatography afforded 4-chloro-N-(2,5-difluorophenyl)-N-((1R)-1-(2-[2-(2-methyl-1H-imidazol-1-yl)ethyl]phenyl}ethyl)benzenesulfonamide hydrochloride (26 mg, 61%) as white solid: m.p. 190.5-192.0° C.; Rf 0.38 (10:1, CH2Cl2-met... Starting materials: NC1=CC=C(C=C1)S(=O)(=O)NC1=C(C(=NO1)C)C (4-amino-N-(3,4-dimethyl-5-isoxazolyl)benzenesulfonamide), C([O-])(O)=O.[Na+] (sodium bicarbonate), C(C1=CC=CC=C1)Br (benzyl bromide). Solvent: C(C)O (ethanol). Reaction conditions: temperature 70 celsius, time 10 minute. The product is C(C1=CC=CC=C1)NC1=CC=C(C=C1)S(=O)(=O)NC1=C(C(=NO1)C)C (4-Benzylamino-N-(3,4-dimethyl-5-isoxazolyl)benzenesulfonamide). The yield is 72.0%. Reaction SMILES: [NH2:1][C:2]1[CH:7]=[CH:6][C:5]([S:8]([NH:11][C:12]2[O:16][N:15]=[C:14]([CH3:17])[C:13]=2[CH3:18])(=[O:10])=[O:9])=[CH:4][CH:3]=1.C(=O)(O)[O-].[Na+].[CH2:24](Br)[C:25]1[CH:30]=[CH:29][CH:28]=[CH:27][CH:26]=1>C(O)C>[CH2:24]([NH:1][C:2]1[CH:7]=[CH:6][C:5]([S:8]([NH:11][C:12]2[O:16][N:15]=[C:14]([CH3:17])[C:13]=2[CH3:18])(=[O:10])=[O:9])=[CH:4][CH:3]=1)[C:25]1[CH:30]=[CH:29][CH:28]=[CH:27][CH:26]=1 |f:1.2|. Procedure: To a mixture of 4-amino-N-(3,4-dimethyl-5-isoxazolyl)benzenesulfonamide (1.0 g, 3.74 mmol) and sodium bicarbonate (310 mg, 4.48 mmol) suspended in ethanol was added benzyl bromide (770 mg, 4.48 mmol). After 10 min of stirring at 70° C., the mixture became homogeneous. The reaction was stirred at 70° C. for 2 h and the solvent and volatiles were evaporated under reduced pressure. The residue was dissolved in ethyl acetate and washed with brine (2×25 ml). After drying over magnesium sulfate, evapo... Reactants: CCCCP(CCCC)CCCC, CCOC(=O)C(Cc1ccc(O)cc1)OCC, O, OCCOC1c2ccccc2C=Cc2ccccc21, c1ccccc1. Product: CCOC(=O)C(Cc1ccc(OCCOC2c3ccccc3C=Cc3ccccc32)cc1)OCC. RXN SMILES: [CH2:20]([P:21]([CH2:22][CH2:23][CH2:24][CH3:25])[CH2:26][CH2:27][CH2:28][CH3:29])[CH2:30][CH2:31][CH3:32].[CH2:33]([CH3:34])[O:35][C:36]([CH:37]([CH2:38][c:39]1[cH:40][cH:41][c:42]([OH:45])[cH:43][cH:44]1)[O:46][CH2:47][CH3:48])=[O:49].[OH2:50].[cH:1]1[cH:2][cH:3][cH:4][c:5]2[c:11]1[CH:10]=[CH:9][c:8]1[c:7]([cH:15][cH:14][cH:13][cH:12]1)[CH:6]2[O:16][CH2:17][CH2:18][OH:19].[cH:51]1[cH:52][cH:53][cH:54][cH:55][cH:56]1>>[cH:1]1[cH:2][cH:3][cH:4][c:5]2[c:11]1[CH:10]=[CH:9][c:8]1[c:7]([cH:15][cH:14][cH:13][cH:12]1)[CH:6]2[O:16][CH2:17][CH2:18][O:19][c:42]1[cH:41][cH:40][c:39]([CH2:38][CH:37]([C:36]([O:35][CH2:33][CH3:34])=[O:49])[O:46][CH2:47][CH3:48])[cH:44][cH:43]1. Reactants: C[O-], CO, [Na+], CN(C)C=O, O, O=c1ccc(-c2ccncn2)c[nH]1. Yields the product Cn1cc(-c2ccncn2)ccc1=O. Reaction SMILES: [CH3:1][O-:2].[CH3:23][OH:24].[Na+:3].[O:18]=[CH:19][N:20]([CH3:21])[CH3:22].[OH2:17].[n:4]1[cH:5][n:6][c:7](-[c:10]2[cH:11][cH:12][c:13](=[O:16])[nH:14][cH:15]2)[cH:8][cH:9]1>>[CH3:1][n:14]1[c:13](=[O:16])[cH:12][cH:11][c:10](-[c:7]2[n:6][cH:5][n:4][cH:9][cH:8]2)[cH:15]1. Reactants: ClC1=CC=C(CCl)C=C1 (4-chlorobenzylchlorine), N1CCNCC1 (piperazine). The product is Cl.Cl.ClC1=CC=C(CN2CCNCC2)C=C1 (N-(4-chlorobenzyl) piperazine dihydrochloride). Yield: 65.0%. As a reaction SMILES: [Cl:1][C:2]1[CH:9]=[CH:8][C:5]([CH2:6]Cl)=[CH:4][CH:3]=1.[NH:10]1[CH2:15][CH2:14][NH:13][CH2:12][CH2:11]1>>[ClH:1].[ClH:1].[Cl:1][C:2]1[CH:9]=[CH:8][C:5]([CH2:6][N:10]2[CH2:15][CH2:14][NH:13][CH2:12][CH2:11]2)=[CH:4][CH:3]=1 |f:2.3.4|. Procedure details: First of all, a mixture of 4-chlorobenzylchlorine and piperazine was treated according to the general preparation 1 to obtain N-(4-chlorobenzyl) piperazine dihydrochloride, yield 65%, mp 278-280° C. Then, a mixture of the above product (5 g, 20 mmol), KHCO3 (70 mmol) and 2-bromo-1-phenylpropan-1-one (3.96 ml, 26 mmol) in 40 ml of ethanol was refluxed for 8 hours, and then treated according to the general preparation 2 to obtain 6.1 g of N1-(4-chlorobenzyl)-N4-(1-benzoylethyl) piperazine dihydroc... The reactants are CC[SiH](CC)CC, ClCCl, O=c1[nH]c(=O)n(C2OC(CO)C(O)C2O)cc1C1(O)c2ccccc2-c2ccccc21, O=C(O)C(F)(F)F. Yields the product O=c1[nH]c(=O)n(C2OC(CO)C(O)C2O)cc1C1c2ccccc2-c2ccccc21. As a reaction SMILES: [CH2:32]([SiH:33]([CH2:34][CH3:35])[CH2:36][CH3:37])[CH3:38].[Cl:46][CH2:47][Cl:48].[OH:1][C:2]1([c:15]2[c:16](=[O:31])[nH:17][c:18](=[O:30])[n:19]([CH:20]3[CH:21]([OH:22])[CH:23]([OH:24])[CH:25]([CH2:26][OH:27])[O:28]3)[cH:29]2)[c:3]2[cH:4][cH:5][cH:6][cH:7][c:8]2-[c:9]2[cH:10][cH:11][cH:12][cH:13][c:14]21.[OH:39][C:40]([C:41]([F:42])([F:43])[F:44])=[O:45]>>[CH:2]1([c:15]2[c:16](=[O:31])[nH:17][c:18](=[O:30])[n:19]([CH:20]3[CH:21]([OH:22])[CH:23]([OH:24])[CH:25]([CH2:26][OH:27])[O:28]3)[cH:29]2)[c:3]2[cH:4][cH:5][cH:6][cH:7][c:8]2-[c:9]2[cH:10][cH:11][cH:12][cH:13][c:14]21. The product is Cc1nc(C(N)=O)c2n1-c1ccc([N+](=O)[O-])cc1C(c1ccccc1Cl)=NC2. Reaction SMILES: [CH2:35]([Cl:36])[Cl:37].[Cl:1][P:2]([Cl:3])([Cl:4])([Cl:5])[Cl:6].[Cl:7][c:8]1[c:9]([C:14]2=[N:15][CH2:16][c:17]3[n:18]([c:28]([CH3:34])[n:29][c:30]3[C:31](=[O:32])[OH:33])-[c:19]3[c:20]2[cH:21][c:22]([N+:25](=[O:26])[O-:27])[cH:23][cH:24]3)[cH:10][cH:11][cH:12][cH:13]1.[NH3:38].[OH2:39]>>[Cl:7][c:8]1[c:9]([C:14]2=[N:15][CH2:16][c:17]3[n:18]([c:28]([CH3:34])[n:29][c:30]3[C:31](=[O:32])[NH2:38])-[c:19]3[c:20]2[cH:21][c:22]([N+:25](=[O:26])[O-:27])[cH:23][cH:24]3)[cH:10][cH:11][cH:12][cH:13]1. Starting materials: ClCCl, ClP(Cl)(Cl)(Cl)Cl, Cc1nc(C(=O)O)c2n1-c1ccc([N+](=O)[O-])cc1C(c1ccccc1Cl)=NC2, N, O. The reactants are (1R-cis)-1,2,2-trimethylcyclopentane-1,3-dicarboxylic acid 3-methyl ester, COC(C1(C)C(C)(C)C(C(=O)O)CC1)=O (Camphoric acid methyl ester), Cl.COC([C@@H](N)CC1=CC=C(C=C1)NC(C1=C(C=CC=C1Cl)Cl)=O)=O (4-[(2,6-dichlorobenzoyl)amino]-L-phenylalanine methyl ester, hydrochloride salt). Product: N[C@@H](CC1=CC=CC=C1)C(=O)O (L-Phenylalanine). As a reaction SMILES: COC(=O)C1(CCC(C(O)=O)C1(C)C)C.Cl.C[O:18][C:19](=[O:40])[C@H:20]([CH2:22][C:23]1[CH:28]=[CH:27][C:26](NC(=O)C2C(Cl)=CC=CC=2Cl)=[CH:25][CH:24]=1)[NH2:21]>>[NH2:21][C@H:20]([C:19]([OH:40])=[O:18])[CH2:22][C:23]1[CH:28]=[CH:27][CH:26]=[CH:25][CH:24]=1 |f:1.2|. Procedure: The preparation follows that of Preparation 37-C-8. The starting materials are: (1R-cis)-1,2,2-trimethylcyclopentane-1,3-dicarboxylic acid 3-methyl ester, 10-A, and 4-[(2,6-dichlorobenzoyl)amino]-L-phenylalanine methyl ester, hydrochloride salt, 37-B-1. Physical properties as follows: m.p. 154-160° C. 1H NMR(300 MHz, MeOH-d4). δ7.58(2H), 7.42(3H), 7.24(3H), 4.74(1H), 3.3(1H), 3.03(1H), 2.75(1H), 2.41(1H), 2.12(1H), 1.80(1H), 1.43(1H), 1.14(3H), 1.11(3H), 0.63(3H); MS−ESI (m/z): 533([M−H−]); MS−E... The solvent is C1CCOC1 (THF), C1CCOC1 (THF), C1CCOC1 (THF). Procedure: A solution of (2,2,4,5,7-pentamethyl-3-oxo-2,3-dihydro-1-benzofuran-6-yl)formamide obtained in Reference Example 73 (600 mg, 2.43 mmol) in THF (5 mL) was added dropwise to a solution of benzylmagnesium chloride (a 2.0 M THF solution, 10.0 mL, 20.0 mmol) in THF (20 mL) under argon atmosphere, and the mixture was stirred at room temperature for 2 hours. Water was added thereto, which was extracted with ethyl acetate. The organic layer was washed with 1 N hydrochloric acid, dried over anhydrous sod... Conditions: time 2 hour. The product is C(C1=CC=CC=C1)C1(C(OC2=C1C(=C(C(=C2C)NC=O)C)C)(C)C)O ((3-benzyl-3-hydroxy-2,2,4,5,7-pentamethyl-2,3-dihydro-1-benzofuran-6-yl)formamide). Reactants: C(C1=CC=CC=C1)[Mg]Cl (benzylmagnesium chloride), CC1(OC2=C(C1=O)C(=C(C(=C2C)NC=O)C)C)C ((2,2,4,5,7-pentamethyl-3-oxo-2,3-dihydro-1-benzofuran-6-yl)formamide), O (Water), Example 73. RXN SMILES: [CH3:1][C:2]1([CH3:18])[C:6](=[O:7])[C:5]2[C:8]([CH3:17])=[C:9]([CH3:16])[C:10]([NH:13][CH:14]=[O:15])=[C:11]([CH3:12])[C:4]=2[O:3]1.[CH2:19]([Mg]Cl)[C:20]1[CH:25]=[CH:24][CH:23]=[CH:22][CH:21]=1.O>C1COCC1>[CH2:19]([C:6]1([OH:7])[C:5]2[C:8]([CH3:17])=[C:9]([CH3:16])[C:10]([NH:13][CH:14]=[O:15])=[C:11]([CH3:12])[C:4]=2[O:3][C:2]1([CH3:18])[CH3:1])[C:20]1[CH:25]=[CH:24][CH:23]=[CH:22][CH:21]=1.